The task is: describe an organic reaction: reactants, conditions, products, and yield. This data is from the Open Reaction Database (ORD), a public repository of structured organic reaction records. Starting materials: ClC=1C=C(C=CC1F)O (3-Chloro-4-fluorophenol), ClN1C(CCC1=O)=O (N-chlorosuccinimide), FC(C(=O)O)(F)F (trifluoroacetic acid). Solvent: C(C)#N (acetonitrile). Run at time 3 day. Yields the product ClC=1C=C(C(=CC1F)Cl)O (3,6-dichloro-4-fluorophenol), ClC1=C(C=CC(=C1Cl)F)O (2,3-dichloro-4-fluorophenol). Yield: 25.0%. RXN SMILES: [Cl:1][C:2]1[CH:3]=[C:4]([OH:9])[CH:5]=[CH:6][C:7]=1[F:8].FC(F)(F)C(O)=O.[Cl:17]N1C(=O)CCC1=O>C(#N)C>[Cl:1][C:2]1[CH:3]=[C:4]([OH:9])[C:5]([Cl:17])=[CH:6][C:7]=1[F:8].[Cl:17][C:3]1[C:2]([Cl:1])=[C:7]([F:8])[CH:6]=[CH:5][C:4]=1[OH:9]. Reported procedure: 3-Chloro-4-fluorophenol (500 mg, 3.4 mmol) was dissolved in acetonitrile (25 mL) and trifluoroacetic acid (500 mL) was added, followed by addition of N-chlorosuccinimide (456 mg, 3.4 mmol). The reaction was stirred at ambient temperature for 3 days and the volatiles were then removed in vacuo. The crude product was purified by chromatography on silica gel with EtOAc:isohexane (1:19, v/v) as eluent to afford of 3,6-dichloro-4-fluorophenol (261 mg, 1.4 mmol, 42%) and 2,3-dichloro-4-fluorophenol (1... The reactants are O=C([O-])[O-], COC(=O)C(N)(OCc1ccccc1)C(C#Cc1ccccc1)S(=O)(=O)c1ccc(-c2ccc(OC)cc2)cc1, COc1ccc(B(O)O)cc1, CCO, [Na+], [Na+], O, c1ccccc1, c1ccc(P(c2ccccc2)(c2ccccc2)[Pd](P(c2ccccc2)(c2ccccc2)c2ccccc2)(P(c2ccccc2)(c2ccccc2)c2ccccc2)P(c2ccccc2)(c2ccccc2)c2ccccc2)cc1. Yields the product COc1ccc(-c2ccc(S(=O)(=O)C(C#Cc3ccccc3)C(N)(OCc3ccccc3)C(=O)O)cc2)cc1. RXN SMILES: [C:55](=[O:56])([O-:57])[O-:58].[CH3:1][O:2][c:3]1[cH:4][cH:5][c:6](-[c:9]2[cH:10][cH:11][c:12]([S:15](=[O:16])(=[O:17])[CH:18]([C:19]([C:20](=[O:21])[O:22][CH3:23])([O:24][CH2:25][c:26]3[cH:27][cH:28][cH:29][cH:30][cH:31]3)[NH2:32])[C:33]#[C:34][c:35]3[cH:36][cH:37][cH:38][cH:39][cH:40]3)[cH:13][cH:14]2)[cH:7][cH:8]1.[CH3:41][O:42][c:43]1[cH:44][cH:45][c:46]([B:47]([OH:48])[OH:49])[cH:50][cH:51]1.[CH3:52][CH2:53][OH:54].[Na+:59].[Na+:60].[OH2:144].[cH:61]1[cH:62][cH:63][cH:64][cH:65][cH:66]1.[cH:67]1[cH:68][cH:69][c:70]([P:71]([Pd:72]([P:73]([c:74]2[cH:75][cH:76][cH:77][cH:78][cH:79]2)([c:80]2[cH:81][cH:82][cH:83][cH:84][cH:85]2)[c:86]2[cH:87][cH:88][cH:89][cH:90][cH:91]2)([P:92]([c:93]2[cH:94][cH:95][cH:96][cH:97][cH:98]2)([c:99]2[cH:100][cH:101][cH:102][cH:103][cH:104]2)[c:105]2[cH:106][cH:107][cH:108][cH:109][cH:110]2)[P:111]([c:112]2[cH:113][cH:114][cH:115][cH:116][cH:117]2)([c:118]2[cH:119][cH:120][cH:121][cH:122][cH:123]2)[c:124]2[cH:125][cH:126][cH:127][cH:128][cH:129]2)([c:130]2[cH:131][cH:132][cH:133][cH:134][cH:135]2)[c:136]2[cH:137][cH:138][cH:139][cH:140][cH:141]2)[cH:142][cH:143]1>>[CH3:1][O:2][c:3]1[cH:4][cH:5][c:6](-[c:9]2[cH:10][cH:11][c:12]([S:15](=[O:16])(=[O:17])[CH:18]([C:19]([C:20](=[O:21])[OH:22])([O:24][CH2:25][c:26]3[cH:27][cH:28][cH:29][cH:30][cH:31]3)[NH2:32])[C:33]#[C:34][c:35]3[cH:36][cH:37][cH:38][cH:39][cH:40]3)[cH:13][cH:14]2)[cH:7][cH:8]1. Starting materials: [Br-], C1CCOC1, [Mg+]CCCc1ccccc1, O=CCCCc1ccccc1. The product is OC(CCCc1ccccc1)CCCc1ccccc1. Reaction SMILES: [Br-:12].[CH2:23]1[O:24][CH2:25][CH2:26][CH2:27]1.[c:13]1([CH2:19][CH2:20][CH2:21][Mg+:22])[cH:14][cH:15][cH:16][cH:17][cH:18]1.[c:1]1([CH2:7][CH2:8][CH2:9][CH:10]=[O:11])[cH:2][cH:3][cH:4][cH:5][cH:6]1>>[c:1]1([CH2:7][CH2:8][CH2:9][CH:10]([OH:11])[CH2:21][CH2:20][CH2:19][c:13]2[cH:14][cH:15][cH:16][cH:17][cH:18]2)[cH:2][cH:3][cH:4][cH:5][cH:6]1. Starting materials: N(=NC(=O)OCC)C(=O)OCC (Diethyl azodicarboxylate), C1(=CC=CC=C1)P(C1=CC=CC=C1)C1=CC=CC=C1 (triphenylphosphine), ClC=1C=C(C=CC1O)C=1C=C(C=2NC=3C=C(C=CC3C2N1)N1CCOCC1)C(=O)N (2-(3-chloro-4-hydroxyphenyl)-7-morpholino-5H-pyrido[3,2-b]indole-4-carboxamide), O1CCN(CC1)CCO (2-morpholinoethanol). Solvent: C1CCOC1 (THF). Conditions: time 8 hour. Yields the product ClC=1C=C(C=CC1OCCN1CCOCC1)C=1C=C(C=2NC=3C=C(C=CC3C2N1)N1CCOCC1)C(=O)N (2-(3-chloro-4-(2-morpholinoethoxy)phenyl)-7-morpholino-5H-pyrido[3,2-b]indole-4-carboxamide). Isolated yield 0.0%. As a reaction SMILES: N(C(OCC)=O)=NC(OCC)=O.C1(P(C2C=CC=CC=2)C2C=CC=CC=2)C=CC=CC=1.[Cl:32][C:33]1[CH:34]=[C:35]([C:40]2[CH:41]=[C:42]([C:59]([NH2:61])=[O:60])[C:43]3[NH:44][C:45]4[CH:46]=[C:47]([N:53]5[CH2:58][CH2:57][O:56][CH2:55][CH2:54]5)[CH:48]=[CH:49][C:50]=4[C:51]=3[N:52]=2)[CH:36]=[CH:37][C:38]=1[OH:39].[O:62]1[CH2:67][CH2:66][N:65]([CH2:68][CH2:69]O)[CH2:64][CH2:63]1>C1COCC1>[Cl:32][C:33]1[CH:34]=[C:35]([C:40]2[CH:41]=[C:42]([C:59]([NH2:61])=[O:60])[C:43]3[NH:44][C:45]4[CH:46]=[C:47]([N:53]5[CH2:54][CH2:55][O:56][CH2:57][CH2:58]5)[CH:48]=[CH:49][C:50]=4[C:51]=3[N:52]=2)[CH:36]=[CH:37][C:38]=1[O:39][CH2:69][CH2:68][N:65]1[CH2:66][CH2:67][O:62][CH2:63][CH2:64]1. Procedure details: Diethyl azodicarboxylate (0.012 mL, 0.074 mmol) was added to a solution of triphenylphosphine (19 mg, 0.074 mmol), 2-(3-chloro-4-hydroxyphenyl)-7-morpholino-5H-pyrido[3,2-b]indole-4-carboxamide (16 mg, 0.037 mmol) and 2-morpholinoethanol (9.0 μL, 0.074 mmol) in dry THF (0.5 mL) at RT under nitrogen. After stirring overnight, the solvent was removed and preparative HPLC (PHENOMENEX® Luna C18 30×100 10u Column, Solvent A=10 mM NH4OAc in 95% water:5% acetonitrile; B=10 mM NH4OAc in 5% water:95% ace...